Dataset: the Open Reaction Database (ORD), a public repository of structured organic reaction records. Task: describe an organic reaction: reactants, conditions, products, and yield Conditions: time 4 hour. Reactants: N1(N=NC2=C1C=CC=C2)C(=O)C=2C=CC(=C(C2)C2=CC(=CC=C2)C(=O)NCCC)C (5′-[(1H-1,2,3-Benzotriazol-1-yl)carbonyl]-2′-methyl-N-propyl-1,1′-biphenyl-3-carboxamide), C1(CC1)N (cyclopropylamine), C1CCOC1 (THF), C1CCOC1 (THF). Procedure: 5′-[(1H-1,2,3-Benzotriazol-1-yl)carbonyl]-2′-methyl-N-propyl-1,1′-biphenyl-3-carboxamide (25 mg, 0.062 mmol) in THF (1 ml) was mixed with cyclopropylamine (7.2 μl) in THF (0.6 ml) and the reaction stirred at room temperature for 4 h. The reaction was loaded onto an SPE (aminopropyl, 1 g) and eluted with chloroform, ethyl acetate and methanol. The solvent was evaporated from the product fractions to give N4′-cyclopropyl-6-methyl-N3-propyl-1,1′-biphenyl-3,4′-dicarboxamide. NMR: δH CDCl3 7.79, (2H,... Yields the product C1(CC1)NC(=O)C1=CC=C(C=C1)C1=CC(=CC=C1C)C(=O)NCCC (N4′-cyclopropyl-6-methyl-N3-propyl-1,1′-biphenyl-3,4′-dicarboxamide). As a reaction SMILES: [N:1]1([C:10]([C:12]2[CH:13]=[CH:14][C:15]([CH3:30])=[C:16]([C:18]3[CH:23]=[CH:22][CH:21]=[C:20](C(NCCC)=O)[CH:19]=3)[CH:17]=2)=[O:11])[C:5]2[CH:6]=[CH:7]C=CC=2N=N1.[CH:31]1([NH2:34])[CH2:33][CH2:32]1.C1C[O:38][CH2:37]C1>>[CH:31]1([NH:34][C:37]([C:21]2[CH:20]=[CH:19][C:18]([C:16]3[C:15]([CH3:30])=[CH:14][CH:13]=[C:12]([C:10]([NH:1][CH2:5][CH2:6][CH3:7])=[O:11])[CH:17]=3)=[CH:23][CH:22]=2)=[O:38])[CH2:33][CH2:32]1. The reactants are N#Cc1nn(-c2c(Cl)cc(C(F)(F)F)cc2Cl)c(C=O)c1SC(F)(F)F, CCOCC, Cl, [I-], [Li]C. The product is CC(O)c1c(SC(F)(F)F)c(C#N)nn1-c1c(Cl)cc(C(F)(F)F)cc1Cl. RXN SMILES: [C:4](#[N:5])[c:6]1[n:7][n:8](-[c:18]2[c:19]([Cl:29])[cH:20][c:21]([C:25]([F:26])([F:27])[F:28])[cH:22][c:23]2[Cl:24])[c:9]([CH:16]=[O:17])[c:10]1[S:11][C:12]([F:13])([F:14])[F:15].[CH3:31][CH2:32][O:33][CH2:34][CH3:35].[ClH:30].[I-:1].[Li:2][CH3:3]>>[CH3:3][CH:16]([c:9]1[n:8](-[c:18]2[c:19]([Cl:29])[cH:20][c:21]([C:25]([F:26])([F:27])[F:28])[cH:22][c:23]2[Cl:24])[n:7][c:6]([C:4]#[N:5])[c:10]1[S:11][C:12]([F:13])([F:14])[F:15])[OH:17]. Reactants: C(C)(C)(C)OC(=O)N1[C@@H](CCC1=O)C(=O)OC (methyl (S)-N-tert-butoxycarbonylpyroglutamate), C(CC)=O (propionaldehyde), [Cl-].[NH4+] (ammonium chloride), C(C)(C)NC(C)C (diisopropylamine), C(CCC)[Li].CCCCCC (butyllithium hexane). Solvent: O1CCCC1 (tetrahydrofuran), O1CCCC1 (tetrahydrofuran), O1CCCC1 (tetrahydrofuran). Conditions: temperature -78 celsius, time 10 minute. Product: C(C)(C)(C)OC(=O)N1[C@@H](CC(C1=O)C(CC)O)C(=O)OC (methyl (S)-N-tert-butoxycarbonyl-4-(1-hydroxy-1-propyl)pyroglutamate). The yield is 40.0%. As a reaction SMILES: C(NC(C)C)(C)C.C([Li])CCC.CCCCCC.[C:19]([O:23][C:24]([N:26]1[C:30](=[O:31])[CH2:29][CH2:28][C@H:27]1[C:32]([O:34][CH3:35])=[O:33])=[O:25])([CH3:22])([CH3:21])[CH3:20].[CH:36](=[O:39])[CH2:37][CH3:38].[Cl-].[NH4+]>O1CCCC1>[C:19]([O:23][C:24]([N:26]1[C:30](=[O:31])[CH:29]([CH:36]([OH:39])[CH2:37][CH3:38])[CH2:28][C@H:27]1[C:32]([O:34][CH3:35])=[O:33])=[O:25])([CH3:22])([CH3:21])[CH3:20] |f:1.2,5.6|. Procedure details: To 40 ml of tetrahydrofuran were added 1.5 ml of diisopropylamine and 6.9 ml of 1.6M butyllithium-hexane solution at -78° C. in a stream of nitrogen, followed by stirring for 10 minutes. A solution of 2.43 g of methyl (S)-N-tert-butoxycarbonylpyroglutamate in 15 ml of tetrahydrofuran was added to the reaction mixture and the resulting mixture was stirred for 10 minutes at -78° C. and then for 20 minutes at -40° C. To the reaction mixture which was again cooled to -78° C. and then was added dropw... The reactants are CC1=CC=C(C=C1)C=1C=CC2=C(C=C(CCO2)C(=O)O)C1 (7-(4-methylphenyl)-2,3-dihydro-1-benzooxepine-4-carboxylic acid), C(C)(=O)OCC (ethyl acetate), [H][H] (Hydrogen). The reagents and catalysts are [Pd] (palladium on charcoal). Solvent: CO (methanol). Run at temperature 50 celsius, time 3 hour. Product: CC1=CC=C(C=C1)C=1C=CC2=C(CC(CCO2)C(=O)O)C1 (7-(4-methylphenyl)-2,3,4,5-tetrahydro-1-benzooxepine-4-carboxylic acid). The yield is 66.3%. As a reaction SMILES: [CH3:1][C:2]1[CH:7]=[CH:6][C:5]([C:8]2[CH:9]=[CH:10][C:11]3[O:17][CH2:16][CH2:15][C:14]([C:18]([OH:20])=[O:19])=[CH:13][C:12]=3[CH:21]=2)=[CH:4][CH:3]=1.C(OCC)(=O)C.[H][H]>CO.[Pd]>[CH3:1][C:2]1[CH:3]=[CH:4][C:5]([C:8]2[CH:9]=[CH:10][C:11]3[O:17][CH2:16][CH2:15][CH:14]([C:18]([OH:20])=[O:19])[CH2:13][C:12]=3[CH:21]=2)=[CH:6][CH:7]=1. Reported procedure: Into a suspension of 7-(4-methylphenyl)-2,3-dihydro-1-benzooxepine-4-carboxylic acid (280 mg) in methanol (20 ml)/ethyl acetate (10 ml) was added 10% palladium on charcoal (50% water content, 70 mg). Hydrogen gas was introduced, and the resulting mixture was stirred at room temperature for 17 hours and at 50° C. for 3 hours, and was then filtered to remove the catalyst. The filtrate was concentrated, and the residue was recrystallized from ethyl acetate/hexane to obtain 7-(4-methylphenyl)-2,3,4,...